This data is from the Open Reaction Database (ORD), a public repository of structured organic reaction records. The task is: describe an organic reaction: reactants, conditions, products, and yield Starting materials: C(C1=CC=CC=C1)N1CCC(CC1)(C#N)O (1-benzyl-4-hydroxy-piperidine-4-carbonitrile), N1CCOCC1 (morpholine). The solvent is CO (MeOH). Yields the product C(C1=CC=CC=C1)N1CCC(CC1)(C#N)N1CCOCC1 (1-benzyl-4-morpholin-4-yl-piperidin-4-carbonitrile). RXN SMILES: [CH2:1]([N:8]1[CH2:13][CH2:12][C:11](O)([C:14]#[N:15])[CH2:10][CH2:9]1)[C:2]1[CH:7]=[CH:6][CH:5]=[CH:4][CH:3]=1.[NH:17]1[CH2:22][CH2:21][O:20][CH2:19][CH2:18]1>CO>[CH2:1]([N:8]1[CH2:13][CH2:12][C:11]([N:17]2[CH2:22][CH2:21][O:20][CH2:19][CH2:18]2)([C:14]#[N:15])[CH2:10][CH2:9]1)[C:2]1[CH:7]=[CH:6][CH:5]=[CH:4][CH:3]=1. Procedure details: A solution of 5.25 g (23.8 mmol) 1-benzyl-4-hydroxy-piperidine-4-carbonitrile and 2.2 mL (25.2 mmol) morpholine in 30 mL MeOH was refluxed for 6 h. The mixture was evaporated to dryness i.vac., while the product was obtained in the form of crystals. The reactants are CC(C)(C)OC(=O)N1CCCC1CO, C1CCOC1, CC(C)OC(=O)N=NC(=O)OC(C)C, CCOC(=O)c1ccc(O)c(OC)c1, c1ccc(P(c2ccccc2)c2ccccc2)cc1. The product is CCOC(=O)c1ccc(OCC2CCCN2C(=O)OC(C)(C)C)c(OC)c1. Reaction SMILES: [C:15](=[O:16])([O:17][C:18]([CH3:19])([CH3:20])[CH3:21])[N:22]1[CH:23]([CH2:24][OH:25])[CH2:26][CH2:27][CH2:28]1.[CH2:62]1[O:63][CH2:64][CH2:65][CH2:66]1.[O:48]=[C:49]([O:50][CH:51]([CH3:52])[CH3:53])[N:54]=[N:55][C:56]([O:57][CH:58]([CH3:59])[CH3:60])=[O:61].[OH:1][c:2]1[c:3]([O:13][CH3:14])[cH:4][c:5]([C:6](=[O:7])[O:8][CH2:9][CH3:10])[cH:11][cH:12]1.[c:29]1([P:30]([c:31]2[cH:32][cH:33][cH:34][cH:35][cH:36]2)[c:37]2[cH:38][cH:39][cH:40][cH:41][cH:42]2)[cH:43][cH:44][cH:45][cH:46][cH:47]1>>[O:1]([c:2]1[c:3]([O:13][CH3:14])[cH:4][c:5]([C:6](=[O:7])[O:8][CH2:9][CH3:10])[cH:11][cH:12]1)[CH2:24][CH:23]1[N:22]([C:15](=[O:16])[O:17][C:18]([CH3:19])([CH3:20])[CH3:21])[CH2:28][CH2:27][CH2:26]1.